From a dataset of the Open Reaction Database (ORD), a public repository of structured organic reaction records. describe an organic reaction: reactants, conditions, products, and yield Starting materials: CC(=O)N1CCc2cc(C(=O)NOC3CCCCO3)ccc2C1, CO, Cl. Yields the product CC(=O)N1CCc2cc(C(=O)NO)ccc2C1. As a reaction SMILES: [C:1]([CH3:2])(=[O:3])[N:4]1[CH2:5][c:6]2[cH:7][cH:8][c:9]([C:14](=[O:15])[NH:16][O:17][CH:18]3[CH2:19][CH2:20][CH2:21][CH2:22][O:23]3)[cH:10][c:11]2[CH2:12][CH2:13]1.[CH3:25][OH:26].[ClH:24]>>[C:1]([CH3:2])(=[O:3])[N:4]1[CH2:5][c:6]2[cH:7][cH:8][c:9]([C:14](=[O:15])[NH:16][OH:17])[cH:10][c:11]2[CH2:12][CH2:13]1. Reactants: BrB(Br)Br, CCCn1c(=O)c2[nH]c(C34CCC(C(=O)O)(CC3)CC4)nc2n(-c2ccc(OC)cc2)c1=O, ClCCl. Product: CCCn1c(=O)c2[nH]c(C34CCC(C(=O)O)(CC3)CC4)nc2n(-c2ccc(O)cc2)c1=O. Reaction SMILES: [B:34]([Br:35])([Br:36])[Br:37].[CH3:1][O:2][c:3]1[cH:4][cH:5][c:6](-[n:9]2[c:10](=[O:33])[n:11]([CH2:30][CH2:31][CH3:32])[c:12](=[O:29])[c:13]3[nH:14][c:15]([C:18]45[CH2:19][CH2:20][C:21]([C:26](=[O:27])[OH:28])([CH2:22][CH2:23]4)[CH2:24][CH2:25]5)[n:16][c:17]23)[cH:7][cH:8]1.[Cl:38][CH2:39][Cl:40]>>[OH:2][c:3]1[cH:4][cH:5][c:6](-[n:9]2[c:10](=[O:33])[n:11]([CH2:30][CH2:31][CH3:32])[c:12](=[O:29])[c:13]3[nH:14][c:15]([C:18]45[CH2:19][CH2:20][C:21]([C:26](=[O:27])[OH:28])([CH2:22][CH2:23]4)[CH2:24][CH2:25]5)[n:16][c:17]23)[cH:7][cH:8]1. The reactants are Cc1ccccc1, CO, N#Cc1c(O)c2c(-c3ccc(C#CCCCO)cc3)csc2[nH]c1=O. Yields the product N#Cc1c(O)c2c(-c3ccc(CCCCCO)cc3)csc2[nH]c1=O. Reaction SMILES: [CH3:26][c:27]1[cH:28][cH:29][cH:30][cH:31][cH:32]1.[CH3:33][OH:34].[OH:1][c:2]1[c:3]2[c:4]([nH:5][c:6](=[O:10])[c:7]1[C:8]#[N:9])[s:11][cH:12][c:13]2-[c:14]1[cH:15][cH:16][c:17]([C:20]#[C:21][CH2:22][CH2:23][CH2:24][OH:25])[cH:18][cH:19]1>>[OH:1][c:2]1[c:3]2[c:4]([nH:5][c:6](=[O:10])[c:7]1[C:8]#[N:9])[s:11][cH:12][c:13]2-[c:14]1[cH:15][cH:16][c:17]([CH2:20][CH2:21][CH2:22][CH2:23][CH2:24][OH:25])[cH:18][cH:19]1. Reaction SMILES: [CH2:1]([c:2]1[cH:3][cH:4][cH:5][cH:6][cH:7]1)[O:8][c:9]1[cH:10][c:11]([F:18])[c:12]([N+:15](=[O:16])[O-:17])[cH:13][cH:14]1.[CH2:25]([c:26]1[cH:27][cH:28][cH:29][cH:30][cH:31]1)[SH:32].[CH3:34][CH2:35][OH:36].[Na+:19].[Na+:20].[O-:21][C:22](=[O:23])[O-:24].[OH2:33]>>[CH2:1]([c:2]1[cH:3][cH:4][cH:5][cH:6][cH:7]1)[O:8][c:9]1[cH:10][c:11]([S:32][CH2:25][c:26]2[cH:27][cH:28][cH:29][cH:30][cH:31]2)[c:12]([N+:15](=[O:16])[O-:17])[cH:13][cH:14]1. Yields the product O=[N+]([O-])c1ccc(OCc2ccccc2)cc1SCc1ccccc1. Reactants: O=[N+]([O-])c1ccc(OCc2ccccc2)cc1F, SCc1ccccc1, CCO, [Na+], [Na+], O=C([O-])[O-], O. Reactants: C(C)NC(=O)C1(OC2=C(C(=C(C(=C2CC1)C)O)C)C)C (N-ethyl-6-hydroxy-2,5,7,8-tetramethylchroman-2-carboxamide), O=[N+]([O-])[O-].[O-][N+]([O-])=O.[O-][N+]([O-])=O.[O-][N+]([O-])=O.[O-][N+]([O-])=O.[O-][N+]([O-])=O.[Ce+4].[NH4+].[NH4+] (CAN). Product: C(C)NC(C(CCC1=C(C(C(=C(C1=O)C)C)=O)C)(C)O)=O (N-ethyl-2-hydroxy-2-methyl-4-(2,4,5-trimethyl-3,6-dioxocyclohexa-1,4-dienyl)butanamide). Isolated yield 91.1%. RXN SMILES: [CH2:1]([NH:3][C:4]([C:6]1([CH3:20])[CH2:15][CH2:14][C:13]2[C:8](=[C:9]([CH3:19])[C:10]([CH3:18])=[C:11]([OH:17])[C:12]=2[CH3:16])[O:7]1)=[O:5])[CH3:2].[O:21]=[N+]([O-])[O-].[O-][N+](=O)[O-].[O-][N+](=O)[O-].[O-][N+](=O)[O-].[O-][N+](=O)[O-].[O-][N+](=O)[O-].[Ce+4].[NH4+].[NH4+]>>[CH2:1]([NH:3][C:4](=[O:5])[C:6]([OH:21])([CH3:20])[CH2:15][CH2:14][C:13]1[C:8](=[O:7])[C:9]([CH3:19])=[C:10]([CH3:18])[C:11](=[O:17])[C:12]=1[CH3:16])[CH3:2] |f:1.2.3.4.5.6.7.8.9|. Reported procedure: Oxidation as described in protocol B, using 100 mg (0.360 mmol) of N-ethyl-6-hydroxy-2,5,7,8-tetramethylchroman-2-carboxamide and 415 mg CAN (0.757 mmol) yielded 96.2 mg of N-ethyl-2-hydroxy-2-methyl-4-(2,4,5-trimethyl-3,6-dioxocyclohexa-1,4-dienyl)butanamide as a yellow oil. Reactants: C1=C(C=CC2=CC=CC=C12)O.CCOCC (2-Naphthol Ether), C(CCCCCCC\C=C/CCCCCCCC)(=O)O (Oleic Acid), CS(=O)(=O)O (Methanesulfonic Acid). Conditions: temperature 220 celsius. Product: C(CCCCCCC\C=C/CCCCCCCC)(=O)OC1=CC2=CC=CC=C2C=C1 (2-Naphthyl Oleate). RXN SMILES: [CH:1]1[C:10]2[C:5](=[CH:6][CH:7]=[CH:8][CH:9]=2)[CH:4]=[CH:3][C:2]=1[OH:11].CCOCC.[C:17](O)(=[O:35])[CH2:18][CH2:19][CH2:20][CH2:21][CH2:22][CH2:23][CH2:24]/[CH:25]=[CH:26]\[CH2:27][CH2:28][CH2:29][CH2:30][CH2:31][CH2:32][CH2:33][CH3:34].CS(O)(=O)=O>>[C:17]([O:11][C:2]1[CH:3]=[CH:4][C:5]2[C:10](=[CH:9][CH:8]=[CH:7][CH:6]=2)[CH:1]=1)(=[O:35])[CH2:18][CH2:19][CH2:20][CH2:21][CH2:22][CH2:23][CH2:24]/[CH:25]=[CH:26]\[CH2:27][CH2:28][CH2:29][CH2:30][CH2:31][CH2:32][CH2:33][CH3:34] |f:0.1|. Procedure details: To a four neck round bottom flask fitted with nitrogen inlet, mechanical stirrer, temperature probe and condenser is charged 1102.84 g (1.85 moles) of the Alkoxylate from example 15 and 497.16 g (1.76 moles) of Oleic Acid. A catalytic amount of Methanesulfonic Acid (1.6 g) is charged and the reaction mixture is heated to 220° C. under nitrogen sparge. The reaction is monitored by measuring the acid value to an AV of preferably less than 5. Once the AV is reached, the temperature is cooled to 85°...